Task: describe an organic reaction: reactants, conditions, products, and yield. Dataset: the Open Reaction Database (ORD), a public repository of structured organic reaction records Reactants: O=C(Cl)c1ccc(OCc2ccccc2)cc1, O=c1cc(O)c(Cl)c[nH]1, c1ccncc1. Yields the product O=C(Oc1cc(=O)[nH]cc1Cl)c1ccc(OCc2ccccc2)cc1. Reaction SMILES: [CH2:10]([c:11]1[cH:12][cH:13][cH:14][cH:15][cH:16]1)[O:17][c:18]1[cH:19][cH:20][c:21]([C:22](=[O:23])[Cl:24])[cH:25][cH:26]1.[Cl:1][c:2]1[c:3]([OH:9])[cH:4][c:5](=[O:8])[nH:6][cH:7]1.[cH:27]1[cH:28][cH:29][n:30][cH:31][cH:32]1>>[Cl:1][c:2]1[c:3]([O:9][C:22]([c:21]2[cH:20][cH:19][c:18]([O:17][CH2:10][c:11]3[cH:12][cH:13][cH:14][cH:15][cH:16]3)[cH:26][cH:25]2)=[O:23])[cH:4][c:5](=[O:8])[nH:6][cH:7]1. Starting materials: C(C)(C)N(C(CN1C2=C(N(C(C(C1=O)CC1=NN(C3=CC=CC=C13)C)=O)C1=CC=CC=C1)C=CC=C2)=O)C2=CC=C(C=C2)OC (N-Isopropyl-N-(4-methoxy-phenyl)-2-[3-(1-methyl-1H-indazol-3-ylmethyl)-2,4-dioxo-5-phenyl-2,3,4,5-tetrahydro-benzo[b][1,4]diazepin-1-yl]acetamide), CI (methyl iodide), solution, C[Si](C)(C)[N-][Si](C)(C)C.[Na+] (NaN(TMS)2). Run in CN(C)C=O (DMF), C1CCOC1 (THF). Reaction conditions: temperature 50 celsius, time 5 minute. The product is C(C)(C)N(C(CN1C2=C(N(C(C(C1=O)(C)CC1=NN(C3=CC=CC=C13)C)=O)C1=CC=CC=C1)C=CC=C2)=O)C2=CC=C(C=C2)OC (N-Isopropyl-N-(4-methoxy-phenyl)-2-[3-(1-methyl-1H-indazol-3-ylmethyl)-3-methyl-2,4-dioxo-5-phenyl-2,3,4,5-tetrahydro-benzo[b][1,4]diazepin-1-yl]acetamide). As a reaction SMILES: [CH:1]([N:4]([C:38]1[CH:43]=[CH:42][C:41]([O:44][CH3:45])=[CH:40][CH:39]=1)[C:5](=[O:37])[CH2:6][N:7]1[C:13](=[O:14])[CH:12]([CH2:15][C:16]2[C:24]3[C:19](=[CH:20][CH:21]=[CH:22][CH:23]=3)[N:18]([CH3:25])[N:17]=2)[C:11](=[O:26])[N:10]([C:27]2[CH:32]=[CH:31][CH:30]=[CH:29][CH:28]=2)[C:9]2[CH:33]=[CH:34][CH:35]=[CH:36][C:8]1=2)([CH3:3])[CH3:2].[CH3:46][Si]([N-][Si](C)(C)C)(C)C.[Na+].CI>CN(C=O)C.C1COCC1>[CH:1]([N:4]([C:38]1[CH:43]=[CH:42][C:41]([O:44][CH3:45])=[CH:40][CH:39]=1)[C:5](=[O:37])[CH2:6][N:7]1[C:13](=[O:14])[C:12]([CH2:15][C:16]2[C:24]3[C:19](=[CH:20][CH:21]=[CH:22][CH:23]=3)[N:18]([CH3:25])[N:17]=2)([CH3:46])[C:11](=[O:26])[N:10]([C:27]2[CH:32]=[CH:31][CH:30]=[CH:29][CH:28]=2)[C:9]2[CH:33]=[CH:34][CH:35]=[CH:36][C:8]1=2)([CH3:2])[CH3:3] |f:1.2|. Procedure details: To a stirring solution of 165 mg (0.27 mmol) of N-Isopropyl-N-(4-methoxy-phenyl)-2-[3-(1-methyl-1H-indazol-3-ylmethyl)-2,4-dioxo-5-phenyl-2,3,4,5-tetrahydro-benzo[b][1,4]diazepin-1-yl]acetamide, prepared as in Example 49, in 5 mL of DMF at 0° C. is added 0.82 mL (0.82 mmol, 3.0 equiv) of a 1.0M solution of NaN(TMS)2 in THF. The resulting solution is stirred 5 min, and 51 μL (0.82 mmol, 3.0 equiv) of methyl iodide is added. The resulting solution is stirred for 4 h at RT, warmed to 50° C. for 16 ... The reactants are C([O-])(O)=O.[Na+] (sodium bicarbonate), CC1=NN=C2N1N=C(C=C2)C2=CC(=CC=C2)[N+](=O)[O-] (3-methyl-6-(3-nitrophenyl)-1,2,4-triazolo[4,3-b]pyridazine), stannous chloride, ice, ClCCl (dichloromethane). Solvent: C(C)O (ethanol). Conditions: temperature 20 celsius. The product is NC=1C=C(C=CC1)C=1C=CC=2N(N1)C(=NN2)C (6-(3-Aminophenyl)-3-methyl-1,2,4-triazolo[4,3-b]pyridazine). As a reaction SMILES: [CH3:1][C:2]1[N:6]2[N:7]=[C:8]([C:11]3[CH:16]=[CH:15][CH:14]=[C:13]([N+:17]([O-])=O)[CH:12]=3)[CH:9]=[CH:10][C:5]2=[N:4][N:3]=1.ClCCl.C(=O)(O)[O-].[Na+]>C(O)C>[NH2:17][C:13]1[CH:12]=[C:11]([C:8]2[CH:9]=[CH:10][C:5]3[N:6]([C:2]([CH3:1])=[N:3][N:4]=3)[N:7]=2)[CH:16]=[CH:15][CH:14]=1 |f:2.3|. Procedure: An 11.0 g portion of 3-methyl-6-(3-nitrophenyl)-1,2,4-triazolo[4,3-b]pyridazine and 41.0 g portion of anhydrous stannous chloride were dissolved in 500 ml of anhydrous ethanol and heated to reflux for 3 hours. The solution was cooled to 20° C. and poured onto 200 g of crushed ice and 500 ml of dichloromethane. A saturated aqueous solution of sodium bicarbonate was added until pH=7. The mixture was filtered and the salts washed with five 100 ml portions of hot ethyl acetate. The organic layers we... Reactants: O=C(O)c1cnn2c(C(F)F)cc(-c3ccc(C(F)(F)F)cc3)nc12, Nc1nnc(S(N)(=O)=O)s1. Product: NS(=O)(=O)c1nnc(NC(=O)c2cnn3c(C(F)F)cc(-c4ccc(C(F)(F)F)cc4)nc23)s1. RXN SMILES: [F:1][CH:2]([c:3]1[cH:4][c:5](-[c:15]2[cH:16][cH:17][c:18]([C:21]([F:22])([F:23])[F:24])[cH:19][cH:20]2)[n:6][c:7]2[n:8]1[n:9][cH:10][c:11]2[C:12](=[O:13])[OH:14])[F:25].[NH2:26][c:27]1[n:28][n:29][c:30]([S:32](=[O:33])(=[O:34])[NH2:35])[s:31]1>>[F:1][CH:2]([c:3]1[cH:4][c:5](-[c:15]2[cH:16][cH:17][c:18]([C:21]([F:22])([F:23])[F:24])[cH:19][cH:20]2)[n:6][c:7]2[n:8]1[n:9][cH:10][c:11]2[C:12](=[O:14])[NH:26][c:27]1[n:28][n:29][c:30]([S:32](=[O:33])(=[O:34])[NH2:35])[s:31]1)[F:25]. Reactants: C(C=C)OC=1C(C=CC(C1)=O)=O (2-Allyloxy-1,4-benzoquinone), CC1(CCCC=C1C=C)C (6,6-Dimethyl-1-Vinylcyclohexene). Run in CO (MeOH). Product: C(C=C)OC1=CC(C2=CC=C3C(CCCC3=C2C1=O)(C)C)=O (3-Allyloxy-8,8-dimethyl-5,6,7,8-tetrahydro-1,4-phenanthrenequinone). Yield: 36.0%. As a reaction SMILES: [CH2:1]([O:4][C:5]1[C:6](=[O:12])[CH:7]=[CH:8][C:9](=[O:11])[CH:10]=1)[CH:2]=[CH2:3].[CH3:13][C:14]1([CH3:22])[C:19]([CH:20]=[CH2:21])=[CH:18][CH2:17][CH2:16][CH2:15]1>CO>[CH2:1]([O:4][C:5]1[C:6](=[O:12])[C:7]2[C:8](=[CH:21][CH:20]=[C:19]3[C:18]=2[CH2:17][CH2:16][CH2:15][C:14]3([CH3:22])[CH3:13])[C:9](=[O:11])[CH:10]=1)[CH:2]=[CH2:3]. Procedure details: 2-Allyloxy-1,4-benzoquinone (10.0 g, 60.9 mM) and 6,6-Dimethyl-1-Vinylcyclohexene (19.8 g, 183 mM) were dissolved in 100 ml of MeOH, and refluxed for 3 hours. 3-Allyloxy-8,8-dimethyl-5,6,7,8-tetrahydro-1,4-phenanthrenequinone (6.5 g, 22.0 mM) was obtained in the same manner as in Example 1. Starting materials: CC(C)(C)NC(=O)c1ccc(Cl)cc1CC(O)C(Cc1ccccc1F)NC(=O)OC(C)(C)C, C1CCOC1, CI, [H-], [Na+]. Yields the product COC(Cc1cc(Cl)ccc1C(=O)NC(C)(C)C)C(Cc1ccccc1F)NC(=O)OC(C)(C)C. RXN SMILES: [C:1]([CH3:2])([CH3:3])([CH3:4])[O:5][C:6]([NH:7][CH:8]([CH:9]([CH2:10][c:11]1[c:12]([C:18]([NH:19][C:20]([CH3:21])([CH3:22])[CH3:23])=[O:24])[cH:13][cH:14][c:15]([Cl:17])[cH:16]1)[OH:25])[CH2:26][c:27]1[c:28]([F:33])[cH:29][cH:30][cH:31][cH:32]1)=[O:34].[CH2:39]1[O:40][CH2:41][CH2:42][CH2:43]1.[CH3:37][I:38].[H-:35].[Na+:36]>>[C:1]([CH3:2])([CH3:3])([CH3:4])[O:5][C:6]([NH:7][CH:8]([CH:9]([CH2:10][c:11]1[c:12]([C:18]([NH:19][C:20]([CH3:21])([CH3:22])[CH3:23])=[O:24])[cH:13][cH:14][c:15]([Cl:17])[cH:16]1)[O:25][CH3:37])[CH2:26][c:27]1[c:28]([F:33])[cH:29][cH:30][cH:31][cH:32]1)=[O:34].